Task: describe an organic reaction: reactants, conditions, products, and yield. Dataset: the Open Reaction Database (ORD), a public repository of structured organic reaction records The reactants are BrC=1C2=C(C(=NC1)Cl)C1=C(S2)C=CC(=C1)Cl.COC1=CC=C(CN)C=C1 (4-bromo-1,8-dichloro[1]benzothieno[3,2-c]pyridine 4-methoxybenzylamine), C(=O)([O-])[O-].[K+].[K+] (K2CO3). The solvent is CN(C)C=O (DMF), CCOC(=O)C (EtOAc), CCOCC (ether). Run at time 3.3 minute. Yields the product BrC=1C2=C(C(=NC1)NCC1=CC=C(C=C1)OC)C1=C(S2)C=CC(=C1)Cl (4-Bromo-8-chloro-N-(4-methoxybenzyl)[1]benzothieno[3,2-c]pyridine-1-amine). RXN SMILES: [Br:1][C:2]1[C:3]2[S:11][C:10]3[CH:12]=[CH:13][C:14]([Cl:16])=[CH:15][C:9]=3[C:4]=2[C:5](Cl)=[N:6][CH:7]=1.[CH3:17][O:18][C:19]1[CH:26]=[CH:25][C:22]([CH2:23][NH2:24])=[CH:21][CH:20]=1.C([O-])([O-])=O.[K+].[K+]>CN(C=O)C.CCOC(C)=O.CCOCC>[Br:1][C:2]1[C:3]2[S:11][C:10]3[CH:12]=[CH:13][C:14]([Cl:16])=[CH:15][C:9]=3[C:4]=2[C:5]([NH:24][CH2:23][C:22]2[CH:25]=[CH:26][C:19]([O:18][CH3:17])=[CH:20][CH:21]=2)=[N:6][CH:7]=1 |f:0.1,2.3.4|. Procedure details: A mixture containing 4-bromo-1,8-dichloro[1]benzothieno[3,2-c]pyridine-4-methoxybenzylamine (5 equiv), K2CO3 (4.0 equiv) in DMF (0.2 M) was placed in a microwave reactor at 200° C. for 3.3 min. The reaction was diluted with EtOAc and ether and washed with H2O. The organic solvents were separated and evaporated. The desired product was purified by flash chromatography (10% EtOAc in hexanes).